This data is from the Open Reaction Database (ORD), a public repository of structured organic reaction records. The task is: describe an organic reaction: reactants, conditions, products, and yield Reactants: CCc1cccc2c3c([nH]c12)C(CC)(CCO)OCC3, CS(C)=O, CC(=O)OC(C)=O, O. Yields the product CCc1cccc2c3c([nH]c12)C(CC)(CCOC(C)=O)OCC3. As a reaction SMILES: [CH2:1]([CH3:2])[C:3]1([CH2:18][CH2:19][OH:20])[O:4][CH2:5][CH2:6][c:7]2[c:8]1[nH:9][c:10]1[c:11]([CH2:16][CH3:17])[cH:12][cH:13][cH:14][c:15]21.[CH3:21][S:22]([CH3:23])=[O:24].[CH3:25][C:26](=[O:27])[O:28][C:29]([CH3:30])=[O:31].[OH2:32]>>[CH2:1]([CH3:2])[C:3]1([CH2:18][CH2:19][O:20][C:26]([CH3:25])=[O:27])[O:4][CH2:5][CH2:6][c:7]2[c:8]1[nH:9][c:10]1[c:11]([CH2:16][CH3:17])[cH:12][cH:13][cH:14][c:15]21. Starting materials: COc1ccc2cc(-c3ccc(NC(=O)OC(C)C)cc3)[nH]c2c1, O=C1CCC(=O)N1Cl, CN(C)C=O, O. Yields the product COc1ccc2c(Cl)c(-c3ccc(NC(=O)OC(C)C)cc3)[nH]c2c1. As a reaction SMILES: [CH:1]([CH3:2])([CH3:3])[O:4][C:5]([NH:6][c:7]1[cH:8][cH:9][c:10](-[c:13]2[nH:14][c:15]3[cH:16][c:17]([O:22][CH3:23])[cH:18][cH:19][c:20]3[cH:21]2)[cH:11][cH:12]1)=[O:24].[Cl:25][N:26]1[C:27](=[O:28])[CH2:29][CH2:30][C:31]1=[O:32].[O:33]=[CH:34][N:35]([CH3:36])[CH3:37].[OH2:38]>>[CH:1]([CH3:2])([CH3:3])[O:4][C:5]([NH:6][c:7]1[cH:8][cH:9][c:10](-[c:13]2[nH:14][c:15]3[cH:16][c:17]([O:22][CH3:23])[cH:18][cH:19][c:20]3[c:21]2[Cl:25])[cH:11][cH:12]1)=[O:24].